Dataset: the Open Reaction Database (ORD), a public repository of structured organic reaction records. Task: describe an organic reaction: reactants, conditions, products, and yield The yield is 7.5%. Procedure details: To a stirred suspension of 300 mg (1.10 mmol) 2-amino-4-furan-2-yl-6-methanesulfinyl-pyridine-3,5-dicarbonitrile in 15 ml dry DME were added 0.23 ml (3.86 mmol) ethanol and 0.25 ml (1.65 mmol) DBU and stirring continued for 2 hours at room temperature. The reaction mixture was then concentrated in vacuo. Chromatography (ethyl acetate/hexane 1/4) followed by trituration in ether/hexane afforded 21 mg (8%) 2-amino-6-ethoxy-4-furan-2-yl-pyridine-3,5-dicarbonitrile as a light yellow crystalline soli... Reaction conditions: time 2 hour. The solvent is COCCOC (DME). Reactants: C(C)O (ethanol), C1CCC2=NCCCN2CC1 (DBU), NC1=NC(=C(C(=C1C#N)C=1OC=CC1)C#N)S(=O)C (2-amino-4-furan-2-yl-6-methanesulfinyl-pyridine-3,5-dicarbonitrile). Reaction SMILES: [NH2:1][C:2]1[C:7]([C:8]#[N:9])=[C:6]([C:10]2[O:11][CH:12]=[CH:13][CH:14]=2)[C:5]([C:15]#[N:16])=[C:4](S(C)=O)[N:3]=1.[CH2:20]([OH:22])[CH3:21].C1CCN2C(=NCCC2)CC1>COCCOC>[NH2:1][C:2]1[C:7]([C:8]#[N:9])=[C:6]([C:10]2[O:11][CH:12]=[CH:13][CH:14]=2)[C:5]([C:15]#[N:16])=[C:4]([O:22][CH2:20][CH3:21])[N:3]=1. Product: NC1=NC(=C(C(=C1C#N)C=1OC=CC1)C#N)OCC (2-amino-6-ethoxy-4-furan-2-yl-pyridine-3,5-dicarbonitrile).